From a dataset of the Open Reaction Database (ORD), a public repository of structured organic reaction records. describe an organic reaction: reactants, conditions, products, and yield Starting materials: Cc1ccc(C(=O)Cl)c(C)c1, Cc1ccc(C(=O)N=C=S)c(C)c1, Cc1ccc(C(=O)O)c(C)c1, CCO, Cc1ccccc1, COc1cc2nccc(Oc3ccc(N)cc3Cl)c2cc1OC, O=S(Cl)Cl. Product: COc1cc2nccc(Oc3ccc(NC(=S)NC(=O)c4ccc(C)cc4C)cc3Cl)c2cc1OC. Reaction SMILES: [CH3:16][c:17]1[cH:18][c:19]([CH3:20])[cH:21][cH:22][c:23]1[C:24]([Cl:25])=[O:26].[CH3:27][c:28]1[c:29]([C:35](=[O:36])[N:37]=[C:38]=[S:39])[cH:30][cH:31][c:32]([CH3:34])[cH:33]1.[CH3:5][c:6]1[cH:7][c:8]([CH3:9])[cH:10][cH:11][c:12]1[C:13]([OH:14])=[O:15].[CH3:63][CH2:64][OH:65].[CH3:66][c:67]1[cH:68][cH:69][cH:70][cH:71][cH:72]1.[Cl:40][c:41]1[cH:42][c:43]([NH2:44])[cH:45][cH:46][c:47]1[O:48][c:49]1[cH:50][cH:51][n:52][c:53]2[cH:54][c:55]([O:61][CH3:62])[c:56]([O:59][CH3:60])[cH:57][c:58]12.[S:1]([Cl:2])([Cl:3])=[O:4]>>[CH3:27][c:28]1[c:29]([C:35](=[O:36])[NH:37][C:38](=[S:39])[NH:44][c:43]2[cH:42][c:41]([Cl:40])[c:47]([O:48][c:49]3[cH:50][cH:51][n:52][c:53]4[cH:54][c:55]([O:61][CH3:62])[c:56]([O:59][CH3:60])[cH:57][c:58]34)[cH:46][cH:45]2)[cH:30][cH:31][c:32]([CH3:34])[cH:33]1. Starting materials: COC1=CC=C(C=C1)C=1OC=2C(N1)=C(C=CC2)C(=O)O (2-(4-methoxyphenyl)benzoxazole-4-carboxylic acid), Cl.Cl.NC1CC2CCCC(C1)N2C (3-amino-9-methyl-9-azabicyclo[3.3.1]nonane dihydrochloride). Yields the product CN1C2CC(CC1CCC2)NC(=O)C=2C=CC=C1C2N=C(O1)C1=CC=C(C=C1)OC (N-(9-Methyl-9-azabicyclo[3.3.1]non-3-yl)-2-(4-methoxyphenyl)benzoxazole-4-carboxamide). Yield: 60.0%. Reaction SMILES: [CH3:1][O:2][C:3]1[CH:8]=[CH:7][C:6]([C:9]2[O:10][C:11]3[C:12](=[C:14]([C:18]([OH:20])=O)[CH:15]=[CH:16][CH:17]=3)[N:13]=2)=[CH:5][CH:4]=1.Cl.Cl.[NH2:23][CH:24]1[CH2:31][CH:30]2[N:32]([CH3:33])[CH:26]([CH2:27][CH2:28][CH2:29]2)[CH2:25]1>>[CH3:33][N:32]1[CH:26]2[CH2:27][CH2:28][CH2:29][CH:30]1[CH2:31][CH:24]([NH:23][C:18]([C:14]1[CH:15]=[CH:16][CH:17]=[C:11]3[O:10][C:9]([C:6]4[CH:5]=[CH:4][C:3]([O:2][CH3:1])=[CH:8][CH:7]=4)=[N:13][C:12]=13)=[O:20])[CH2:25]2 |f:1.2.3|. Procedure: N-(9-Methyl-9-azabicyclo[3.3.1]non-3-yl)-2-(4-methoxyphenyl)benzoxazole-4-carboxamide was prepared from 2-(4-methoxyphenyl)benzoxazole-4-carboxylic acid and 3-amino-9-methyl-9-azabicyclo[3.3.1]nonane dihydrochloride using the method outlined in Step C of Example 14. This compound was obtained in 60% yield as a white solid: mp 103-105° C.; 1H NMR (500 MHz, CDCl3) δ 9.07 (m, 1H), 8.19 (m, 3H), 7.66 (dd, J=8.0, 1.1 Hz, 1H), 7.41 (t, J=7.9 Hz, 1H), 7.07 (m, 2H), 4.60 (m, 1H), 3.92 (s, 3H), 3.11 (m, ... Yields the product CCNCCc1cccc([N+](=O)[O-])c1, Cl. Starting materials: B, CCNC(=O)Cc1cccc([N+](=O)[O-])c1, Cl, [Na+], C1CCOC1, C1CCOC1, [OH-]. As a reaction SMILES: [BH3:21].[CH2:1]([CH3:2])[NH:3][C:4]([CH2:5][c:6]1[cH:7][c:8]([N+:12](=[O:13])[O-:14])[cH:9][cH:10][cH:11]1)=[O:15].[ClH:22].[Na+:24].[O:16]1[CH2:17][CH2:18][CH2:19][CH2:20]1.[O:25]1[CH2:26][CH2:27][CH2:28][CH2:29]1.[OH-:23]>>[CH2:1]([CH3:2])[NH:3][CH2:4][CH2:5][c:6]1[cH:7][c:8]([N+:12](=[O:13])[O-:14])[cH:9][cH:10][cH:11]1.[ClH:22]. Reactants: ClC1=CC=C(CN2CCNCC2)C=C1 (1-(4-chlorobenzyl)piperazine), BrCCCCl (1-bromo-3-chloropropane), C([O-])([O-])=O.[K+].[K+] (potassium carbonate). Run in CC(CC)=O (butanone). Product: ClC1=CC=C(CN2CCN(CC2)CCCCl)C=C1 (1-(4-Chlorobenzyl)-4-(3-chloropropyl)piperazine). The yield is 79.6%. As a reaction SMILES: [Cl:1][C:2]1[CH:14]=[CH:13][C:5]([CH2:6][N:7]2[CH2:12][CH2:11][NH:10][CH2:9][CH2:8]2)=[CH:4][CH:3]=1.Br[CH2:16][CH2:17][CH2:18][Cl:19].C(=O)([O-])[O-].[K+].[K+]>CC(=O)CC>[Cl:1][C:2]1[CH:14]=[CH:13][C:5]([CH2:6][N:7]2[CH2:12][CH2:11][N:10]([CH2:16][CH2:17][CH2:18][Cl:19])[CH2:9][CH2:8]2)=[CH:4][CH:3]=1 |f:2.3.4|. Procedure details: A mixture of 1-(4-chlorobenzyl)piperazine (6.32 g; 0.03 mole), 1-bromo-3-chloropropane (4.75 g; 0.03 mole), anhydrous potassium carbonate (6.25 g; 0.045 mole) and butanone (75 ml) was stirred at reflux for 3 hr, cooled and filtered. The filtrate was evaporated in vacuo, and the residue dissolved in ether and washed with water (3x). The solvent solution dried over magnesium sulphate, filtered and evaporated to yield 6.86 g (80%) of the title compound. G.L.C. (5% Dexsil 300, 100°-350° at 15°/min) ... Reaction SMILES: [C:1]([Cl:4])(Cl)=[O:2].[C:5]([O:9][CH2:10][CH3:11])(=[O:8])[NH:6][NH2:7]>C(OCC)C>[CH2:10]([O:9][C:5]([NH:6][NH:7][C:1]([Cl:4])=[O:2])=[O:8])[CH3:11]. Reactants: C(NN)(=O)OCC (ethyl carbazate), C(=O)(Cl)Cl (phosgene), C(=O)(Cl)Cl (Phosgene), C(=O)(Cl)Cl (phosgene). Isolated yield 90.1%. Reported procedure: Phosgene (100 ml, 1.41 mole) was condensed into a 2 l flask and anhydrous diethyl ether (160 ml) was added. The solution was kept at 0° C. in an ice bath and ethyl carbazate (103 g, 1 mole) in anhydrous diethyl ether (800 ml) was added dropwise over a period of 3 hr to the stirred phosgene solution. Stirring was continued for 1 hr after the end of the addition and ether and excess phosgene were removed by distillation. The crude solid product was re-dissolved in warm anhydrous ether (800 ml) and... Yields the product C(C)OC(=O)NNC(=O)Cl (2-ethoxycarbonylhydrazinecarbonyl chloride). The solvent is C(C)OCC (diethyl ether), CCOCC (ether), C(C)OCC (diethyl ether). Run at time 1 hour. Starting materials: CCOC(=O)c1c[nH]c2c(Cl)nc(C)cc2c1=O, CI, [K+], [K+], O=C([O-])[O-], CN(C)C=O, O. Product: CCOC(=O)c1cn(C)c2c(Cl)nc(C)cc2c1=O. RXN SMILES: [Cl:1][c:2]1[n:3][c:4]([CH3:18])[cH:5][c:6]2[c:7](=[O:17])[c:8]([C:12](=[O:13])[O:14][CH2:15][CH3:16])[cH:9][nH:10][c:11]12.[I:25][CH3:26].[K+:19].[K+:20].[O-:21][C:22]([O-:23])=[O:24].[O:28]=[CH:29][N:30]([CH3:31])[CH3:32].[OH2:27]>>[Cl:1][c:2]1[n:3][c:4]([CH3:18])[cH:5][c:6]2[c:7](=[O:17])[c:8]([C:12](=[O:13])[O:14][CH2:15][CH3:16])[cH:9][n:10]([CH3:22])[c:11]12. The reactants are COC1=C(C=CC=C1OC(C)C)O (2-methoxy-3-isopropoxy-phenol), [Na] (sodium), C(C=C(C)C)Cl (prenyl chloride). The solvent is CCOCC (ether). Reaction conditions: time 8 hour. The product is O1CCCC2=CC=CC=C12 (chromane). Reaction SMILES: CO[C:3]1[C:8]([O:9][CH:10]([CH3:12])C)=[CH:7][CH:6]=[CH:5][C:4]=1O.[Na].[CH2:15](Cl)C=C(C)C>CCOCC>[O:9]1[C:8]2[C:3](=[CH:4][CH:5]=[CH:6][CH:7]=2)[CH2:15][CH2:12][CH2:10]1 |^1:13|. Reported procedure: 5.5 g (30 millimoles) of 2-methoxy-3-isopropoxy-phenol are dissolved in 30 ml of ether whereupon 2.1 g of metallic sodium are added in small portions and the mixture is heated to boiling for an hour. To the mixture 3.2 g (30 millimoles) of prenyl chloride are added dropwise and the reaction mixture is heated to boiling for 8 hours. The reaction mixture is worked up in the usual manner. Thus 4.4 g of "chromane" are obtained. This product is dissolved in 60 ml of benzene, 1.2 g of dichloro-dicyano...